This data is from the Open Reaction Database (ORD), a public repository of structured organic reaction records. The task is: describe an organic reaction: reactants, conditions, products, and yield Starting materials: NC1=C(C=CC=C1)C1=CC=CC=C1 (2-aminobiphenyl), CN=C=S (methylisothiocyanate). The solvent is ClCCl (dichloromethane). Conditions: time 4 day. The product is C1(=C(C=CC=C1)NC(=S)NC)C1=CC=CC=C1 (N-(2-biphenylyl)-N'-methylthiourea). RXN SMILES: [NH2:1][C:2]1[CH:7]=[CH:6][CH:5]=[CH:4][C:3]=1[C:8]1[CH:13]=[CH:12][CH:11]=[CH:10][CH:9]=1.[CH3:14][N:15]=[C:16]=[S:17]>ClCCl>[C:3]1([C:8]2[CH:9]=[CH:10][CH:11]=[CH:12][CH:13]=2)[CH:4]=[CH:5][CH:6]=[CH:7][C:2]=1[NH:1][C:16]([NH:15][CH3:14])=[S:17]. Procedure: A mixture of 2-aminobiphenyl (6.3 g), methylisothiocyanate (3.8 g) and dichloromethane (45 ml) was stirred at ambient temperature for four days to give N-(2-biphenylyl)-N'-methylthiourea (m.p. 152°-153° C.). Starting materials: NC(CCCC(=O)OC)C1=C(C=CC=C1OC)OC (methyl 5-amino-5-(2,6-dimethoxyphenyl)pentanoate), N1=C(C=C(C=C1)C=O)C1=NC=CC=C1 ([2,2′-bipyridine]-4-carbaldehyde). The product is N1=C(C=C(C=C1)CN1C(CCCC1C1=C(C=CC=C1OC)OC)=O)C1=NC=CC=C1 (1-([2,2′-bipyridin]-4-ylmethyl)-6-(2,6-dimethoxyphenyl)piperidin-2-one). As a reaction SMILES: [NH2:1][CH:2]([C:10]1[C:15]([O:16][CH3:17])=[CH:14][CH:13]=[CH:12][C:11]=1[O:18][CH3:19])[CH2:3][CH2:4][CH2:5][C:6]([O:8]C)=O.[N:20]1[CH:25]=[CH:24][C:23]([CH:26]=O)=[CH:22][C:21]=1[C:28]1[CH:33]=[CH:32][CH:31]=[CH:30][N:29]=1>>[N:20]1[CH:25]=[CH:24][C:23]([CH2:26][N:1]2[CH:2]([C:10]3[C:15]([O:16][CH3:17])=[CH:14][CH:13]=[CH:12][C:11]=3[O:18][CH3:19])[CH2:3][CH2:4][CH2:5][C:6]2=[O:8])=[CH:22][C:21]=1[C:28]1[CH:33]=[CH:32][CH:31]=[CH:30][N:29]=1. Reported procedure: Prepared according to the described general procedure 1 (GP1) by reaction of methyl 5-amino-5-(2,6-dimethoxyphenyl)pentanoate with [2,2′-bipyridine]-4-carbaldehyde. Subsequent purification by preparative HPLC afforded the target compound. LC-MS (conditions A): tR=0.59 min.; [M+H]+: 403.97 g/mol.